This data is from the Open Reaction Database (ORD), a public repository of structured organic reaction records. The task is: describe an organic reaction: reactants, conditions, products, and yield Starting materials: C(C)(=O)N1CCC2=CC(=C(C=C12)C(F)(F)F)OS(=O)(=O)C(F)(F)F (1-Acetyl-6-trifluoromethyl-5-trifluoromethylsulphonyloxy-indoline), [Cl-].[Li+] (lithium chloride), C[Sn](C)(C)C (tetramethyltin). Reagents/catalysts: [Pd](Cl)Cl.C1(=CC=CC=C1)P(C1=CC=CC=C1)C1=CC=CC=C1.C1(=CC=CC=C1)P(C1=CC=CC=C1)C1=CC=CC=C1 (bis(triphenylphosphine) palladium (II) chloride). The solvent is CN(C=O)C (dimethylformamide). Run at temperature 110 celsius. Yields the product CC=1C=C2CCNC2=CC1C(F)(F)F (5-Methyl-6-trifluoromethylindoline). The yield is 74.2%. As a reaction SMILES: C([N:4]1[C:12]2[C:7](=[CH:8][C:9](OS(C(F)(F)F)(=O)=O)=[C:10]([C:13]([F:16])([F:15])[F:14])[CH:11]=2)[CH2:6][CH2:5]1)(=O)C.[Cl-].[Li+].[CH3:27][Sn](C)(C)C>CN(C)C=O.[Pd](Cl)Cl.C1(P(C2C=CC=CC=2)C2C=CC=CC=2)C=CC=CC=1.C1(P(C2C=CC=CC=2)C2C=CC=CC=2)C=CC=CC=1>[CH3:27][C:9]1[CH:8]=[C:7]2[C:12](=[CH:11][C:10]=1[C:13]([F:14])([F:15])[F:16])[NH:4][CH2:5][CH2:6]2 |f:1.2,5.6.7|. Procedure details: To a mixture of the trifluoromethylsulphonyloxyindoline (D6, 1.77 g, 4.69 mmol), lithium chloride (0.60 g, 14.1 mmol) and bis(triphenylphosphine) palladium (II) chloride (0.10 g, 0.14 mmol) in dry dimethylformamide (15 ml) was added tetramethyltin (0.72 ml, 5.2 mmol). The mixture was heated at 110° C. for 3.5 h, then cooled and evaporated. The residue was partitioned between dichloromethane and water, and the organic phase was washed with brine, dried and evaporated. The crude product was dissol... The reactants are CC(C)(C)Nc1ncccc1-c1nnnn1-c1cccc(F)c1F, CO, Cl, [Na+], [OH-]. Yields the product Nc1ncccc1-c1nnnn1-c1cccc(F)c1F. RXN SMILES: [C:1]([CH3:2])([CH3:3])([CH3:4])[NH:5][c:6]1[n:7][cH:8][cH:9][cH:10][c:11]1-[c:12]1[n:13][n:14][n:15][n:16]1-[c:17]1[c:18]([F:24])[c:19]([F:23])[cH:20][cH:21][cH:22]1.[CH3:28][OH:29].[ClH:25].[Na+:27].[OH-:26]>>[NH2:5][c:6]1[n:7][cH:8][cH:9][cH:10][c:11]1-[c:12]1[n:13][n:14][n:15][n:16]1-[c:17]1[c:18]([F:24])[c:19]([F:23])[cH:20][cH:21][cH:22]1. The reactants are CC(NC(=O)Cc1cc(F)cc(F)c1)C(=O)O, NC1C(=O)NC(c2ccncc2)c2ccccc21. Yields the product CC(NC(=O)Cc1cc(F)cc(F)c1)C(=O)NC1C(=O)NC(c2ccncc2)c2ccccc21. As a reaction SMILES: [F:1][c:2]1[cH:3][c:4]([CH2:9][C:10](=[O:11])[NH:12][CH:13]([CH3:14])[C:15](=[O:16])[OH:17])[cH:5][c:6]([F:8])[cH:7]1.[NH2:18][CH:19]1[C:20](=[O:35])[NH:21][CH:22]([c:29]2[cH:30][cH:31][n:32][cH:33][cH:34]2)[c:23]2[cH:24][cH:25][cH:26][cH:27][c:28]21>>[F:1][c:2]1[cH:3][c:4]([CH2:9][C:10](=[O:11])[NH:12][CH:13]([CH3:14])[C:15](=[O:17])[NH:18][CH:19]2[C:20](=[O:35])[NH:21][CH:22]([c:29]3[cH:30][cH:31][n:32][cH:33][cH:34]3)[c:23]3[cH:24][cH:25][cH:26][cH:27][c:28]32)[cH:5][c:6]([F:8])[cH:7]1. Product: c1cc(C2OCCO2)co1. Reaction SMILES: [OH2:29].[OH:8][CH2:9][CH2:10][OH:11].[c:12]1([CH3:13])[cH:14][cH:15][c:16]([S:17]([OH:18])(=[O:19])=[O:20])[cH:21][cH:22]1.[cH:23]1[cH:24][cH:25][cH:26][cH:27][cH:28]1.[o:1]1[cH:2][c:3]([CH:6]=[O:7])[cH:4][cH:5]1>>[o:1]1[cH:2][c:3]([CH:6]2[O:7][CH2:10][CH2:9][O:8]2)[cH:4][cH:5]1. Reactants: O, OCCO, Cc1ccc(S(=O)(=O)O)cc1, c1ccccc1, O=Cc1ccoc1.